Dataset: the Open Reaction Database (ORD), a public repository of structured organic reaction records. Task: describe an organic reaction: reactants, conditions, products, and yield Starting materials: CN(C(OC(C1=CC=CC=2OCOC21)C=2N(C(=C(N2)C2=CC=CC=C2)C=2SC=1N=CN=C(C1N2)N)C)=O)C ([5-(7-amino[1,3]thiazolo[5,4-d]pyrimidin-2-yl)-1-methyl-4-phenyl-1H-imidazol-2-yl](1,3-benzodioxol-4-yl)methyl dimethylcarbamate), solid, CN(C(OC(C1=CC=CC=2OCOC21)C=2N(C(=C(N2)C2=CC=CC=C2)C=2SC=1N=CN=C(C1N2)N)C)=O)C ([5-(7-amino[1,3]thiazolo[5,4-d]pyrimidin-2-yl)-1-methyl-4-phenyl-1H-imidazol-2-yl](1,3-benzodioxol-4-yl)methyl dimethylcarbamate), CN(C(OC(C1=CC=CC=C1)C=1N(C(=C(N1)C1=CC=CC=C1)C=1SC=2N=CN=C(C2N1)N)C)=O)C ([5-(7-Amino[1,3]thiazolo[5,4-d]pyrimidin-2-yl)-1-methyl-4-phenyl-1H-imidazol-2-yl](phenyl)methyl dimethylcarbamate). Reported procedure: The title compound was prepared by a similar process to that described for Example 104 but using [5-(7-amino[1,3]thiazolo[5,4-d]pyrimidin-2-yl)-1-methyl-4-phenyl-1H-imidazol-2-yl](1,3-benzodioxol-4-yl)methyl dimethylcarbamate (Intermediate 99) in place of [5-(7-amino[1,3]thiazolo[5,4-d]pyrimidin-2-yl)-1-methyl-4-phenyl-1H-imidazol-2-yl](phenyl)methyl dimethylcarbamate (Intermediate 97). Colourless solid (5 mg, 54%); Product: NC=1C2=C(N=CN1)SC(=N2)C2=C(N=C(N2C)C(O)C2=CC=CC=1OCOC12)C1=CC=CC=C1 ([5-(7-Amino[1,3]thiazolo[5,4-d]pyrimidin-2-yl)-1-methyl-4-phenyl-1H-imidazol-2-yl](1,3-benzodioxol-4-yl)methanol). RXN SMILES: CN(C)C(=O)[O:4][CH:5]([C:15]1[N:16]([CH3:36])[C:17]([C:26]2[S:27][C:28]3[N:29]=[CH:30][N:31]=[C:32]([NH2:35])[C:33]=3[N:34]=2)=[C:18]([C:20]2[CH:25]=[CH:24][CH:23]=[CH:22][CH:21]=2)[N:19]=1)[C:6]1[C:14]2[O:13][CH2:12][O:11][C:10]=2[CH:9]=[CH:8][CH:7]=1.CN(C)C(=O)OC(C1N(C)C(C2SC3N=CN=C(N)C=3N=2)=C(C2C=CC=CC=2)N=1)C1C=CC=CC=1>>[NH2:35][C:32]1[C:33]2[N:34]=[C:26]([C:17]3[N:16]([CH3:36])[C:15]([CH:5]([C:6]4[C:14]5[O:13][CH2:12][O:11][C:10]=5[CH:9]=[CH:8][CH:7]=4)[OH:4])=[N:19][C:18]=3[C:20]3[CH:25]=[CH:24][CH:23]=[CH:22][CH:21]=3)[S:27][C:28]=2[N:29]=[CH:30][N:31]=1. Starting materials: CC(=O)O[BH-](OC(C)=O)OC(C)=O, c1ccc(CNCc2ccccc2)cc1, ClCCCl, Cl, [Na+], [Na+], CCOC(=O)C1CCC(=O)CC1, [OH-]. Product: CCOC(=O)C1CCC(N(Cc2ccccc2)Cc2ccccc2)CC1. RXN SMILES: [C:28]([O:29][BH-:30]([O:31][C:32](=[O:33])[CH3:34])[O:35][C:36](=[O:37])[CH3:38])(=[O:39])[CH3:40].[CH2:13]([c:14]1[cH:15][cH:16][cH:17][cH:18][cH:19]1)[NH:20][CH2:21][c:22]1[cH:23][cH:24][cH:25][cH:26][cH:27]1.[Cl:45][CH2:46][CH2:47][Cl:48].[ClH:42].[Na+:41].[Na+:44].[O:1]=[C:2]1[CH2:3][CH2:4][CH:5]([C:8](=[O:9])[O:10][CH2:11][CH3:12])[CH2:6][CH2:7]1.[OH-:43]>>[CH:2]1([N:20]([CH2:13][c:14]2[cH:15][cH:16][cH:17][cH:18][cH:19]2)[CH2:21][c:22]2[cH:23][cH:24][cH:25][cH:26][cH:27]2)[CH2:3][CH2:4][CH:5]([C:8](=[O:9])[O:10][CH2:11][CH3:12])[CH2:6][CH2:7]1. Reactants: [NH4+].[Cl-] (NH4Cl), CC1=C(O)C=CC(=C1C)O (2,3-dimethylhydroquinone), C([O-])([O-])=O.[Cs+].[Cs+] (cesium carbonate), BrC(C(=O)OCC)(C)C (ethyl 2-bromo-2-methylpropionate). The solvent is CN(C)C=O (DMF). Run at time 2 day. Yields the product C(C)OC(C(C)(C)OC1=C(C(=C(C=C1)O)C)C)=O (2-(4-Hydroxy-2,3-dimethyl-phenoxy)-2-methyl-propionic acid ethyl ester). Yield: 37.0%. Reaction SMILES: [CH3:1][C:2]1[C:8]([CH3:9])=[C:7]([OH:10])[CH:6]=[CH:5][C:3]=1[OH:4].C(=O)([O-])[O-].[Cs+].[Cs+].Br[C:18]([CH3:25])([CH3:24])[C:19]([O:21][CH2:22][CH3:23])=[O:20].[NH4+].[Cl-]>CN(C=O)C>[CH2:22]([O:21][C:19](=[O:20])[C:18]([O:4][C:3]1[CH:5]=[CH:6][C:7]([OH:10])=[C:8]([CH3:9])[C:2]=1[CH3:1])([CH3:25])[CH3:24])[CH3:23] |f:1.2.3,5.6|. Procedure details: To a suspension of 8.0 g (57.9 mmol) 2,3-dimethylhydroquinone and 39.6 g (121.6 mmol) cesium carbonate in 100 ml DMF was treated with 9.45 ml (63.7 mmol) of ethyl 2-bromo-2-methylpropionate and stirred for 2 days at RT. The reaction was poured on a mixture of saturated NH4Cl-solution and ice and extracted with AcOEt (3×). The organic phase was washed with aqueous 10% NaCl, dried (Na2SO4) and evaporated. The crude product was purified by flash chromatography over silica gel with heptane/AcOEt 9:1... The reactants are ice water, [N+](=O)(O)[O-] (nitric acid), BrC1=C(SC2=C1C(NC=C2)=O)C (3-bromo-2-methylthieno[3,2-c]pyridin-4(5H)-one). Run in S(O)(O)(=O)=O (sulfuric acid), S(O)(O)(=O)=O (sulfuric acid). Reaction conditions: temperature 0 celsius, time 1 hour. Yields the product BrC1=C(SC2=C1C(NC=C2[N+](=O)[O-])=O)C (3-bromo-2-methyl-7-nitrothieno[3,2-c]pyridin-4(5H)-one). The yield is 63.8%. Reaction SMILES: [N+:1]([O-:4])(O)=[O:2].[Br:5][C:6]1[C:10]2[C:11](=[O:15])[NH:12][CH:13]=[CH:14][C:9]=2[S:8][C:7]=1[CH3:16]>S(=O)(=O)(O)O>[Br:5][C:6]1[C:10]2[C:11](=[O:15])[NH:12][CH:13]=[C:14]([N+:1]([O-:4])=[O:2])[C:9]=2[S:8][C:7]=1[CH3:16]. Procedure details: A solution of nitric acid (1.68 mL, 70%, 26.8 mmol) in sulfuric acid (5 mL) was added dropwise to a 0° C. solution of Example 66A (3.27 g, 13.4 mmol) in sulfuric acid (15 mL). The resulting mixture was stirred at 0° C. for 1 hour, warmed to room temperature overnight, and poured into ice water. The resulting precipitate was collected by filtration, washed with water, and dried in a vacuum oven to provide 2.47 g (64% yield) of the desired product. MS (ESI(+)) m/e 290 (M+H)+. Reactants: C(C#C)[C@@H]1C(NCCN1S(=O)(=O)C1=CC=C(C)C=C1)=O ((R)-3-(prop-2-ynyl)-4-tosylpiperazin-2-one), N(=[N+]=[N-])CCC1=CC=C(C#N)C=C1 (4-(2-azidoethyl)benzonitrile), (+)-sodium 1-ascorbate. The reagents and catalysts are O.O.O.O.O.S(=O)(=O)([O-])[O-].[Cu+2] (copper(2+) sulfate, pentahydrate). Run in CCOC(=O)C (EtOAc), O1CCOCC1 (dioxane), CC(C)(C)O (t-BuOH), O (water), O (water). Run at time 2 hour. Yields the product O=C1[C@H](N(CCN1)S(=O)(=O)C1=CC=C(C)C=C1)CC=1N=NN(C1)CCC1=CC=C(C#N)C=C1 ((R)-4-(2-(4-((3-oxo-1-tosylpiperazin-2-yl)methyl)-1H-1,2,3-triazol-1-yl)ethyl)benzonitrile). As a reaction SMILES: [CH2:1]([C@H:4]1[N:9]([S:10]([C:13]2[CH:19]=[CH:18][C:16]([CH3:17])=[CH:15][CH:14]=2)(=[O:12])=[O:11])[CH2:8][CH2:7][NH:6][C:5]1=[O:20])[C:2]#[CH:3].[N:21]([CH2:24][CH2:25][C:26]1[CH:33]=[CH:32][C:29]([C:30]#[N:31])=[CH:28][CH:27]=1)=[N+:22]=[N-:23]>O1CCOCC1.CC(O)(C)C.O.CCOC(C)=O.O.O.O.O.O.S([O-])([O-])(=O)=O.[Cu+2]>[O:20]=[C:5]1[NH:6][CH2:7][CH2:8][N:9]([S:10]([C:13]2[CH:19]=[CH:18][C:16]([CH3:17])=[CH:15][CH:14]=2)(=[O:12])=[O:11])[C@@H:4]1[CH2:1][C:2]1[N:23]=[N:22][N:21]([CH2:24][CH2:25][C:26]2[CH:33]=[CH:32][C:29]([C:30]#[N:31])=[CH:28][CH:27]=2)[CH:3]=1 |f:6.7.8.9.10.11.12|. Procedure: To a solution of (R)-3-(prop-2-ynyl)-4-tosylpiperazin-2-one (292 mg, 1 mmol) and 4-(2-azidoethyl)benzonitrile (172 mg, 1 mmol) in dioxane (3 mL) and t-BuOH (4 mL) was added a solution of copper(2+) sulfate, pentahydrate (249 mg, 1 mmol) in 0.5 mL of water, followed with a solution of (+)-sodium 1-ascorbate (198 mg, 1 mmol) in 0.5 mL of water. The resulting solution was stirred at room temperature for 2 h. The reaction was diluted with EtOAc, washed with brine, dried over Na2SO4, and evaporated t... The reactants are C(C)(C)N1CCC(CC1)OC1=CC=2C=C3N(C2C=C1)[C@@H](CNC3=O)C ((R)-8-(1-Isopropyl-piperidin-4-yloxy)-4-methyl-3,4-dihydro-2H-pyrazino[1,2-a]indol-1-one), [H-].[Na+] (sodium hydride), FC([C@@H](CCOS(=O)(=O)C1=CC=C(C=C1)C)O)(F)F ((R)-toluene-4-sulfonic acid 4,4,4-trifluoro-3-hydroxy-butyl ester), FC([C@@H](CCO)O)(F)F ((R)-4,4,4-trifluoro-butane-1,3-diol), FF (Fluorine). The product is C(C)(C)N1CCC(CC1)OC1=CC=2C=C3N(C2C=C1)[C@@H](CN(C3=O)CC[C@H](C(F)(F)F)O)C ((R)-8-(1-Isopropyl-piperidin-4-yloxy)-4-methyl-2-((R)-4,4,4-trifluoro-3-hydroxy-butyl)-3,4-dihydro-2H-pyrazino[1,2-a]indol-1-one). Yield: 5.0%. RXN SMILES: [CH:1]([N:4]1[CH2:9][CH2:8][CH:7]([O:10][C:11]2[CH:19]=[CH:18][C:17]3[N:16]4[C@H:20]([CH3:25])[CH2:21][NH:22][C:23](=[O:24])[C:15]4=[CH:14][C:13]=3[CH:12]=2)[CH2:6][CH2:5]1)([CH3:3])[CH3:2].[H-].[Na+].[F:28][C:29]([F:46])([F:45])[C@H:30]([OH:44])[CH2:31][CH2:32]OS(C1C=CC(C)=CC=1)(=O)=O.FC(F)(F)[C@H](O)CCO.FF>>[CH:1]([N:4]1[CH2:9][CH2:8][CH:7]([O:10][C:11]2[CH:19]=[CH:18][C:17]3[N:16]4[C@H:20]([CH3:25])[CH2:21][N:22]([CH2:32][CH2:31][C@@H:30]([OH:44])[C:29]([F:46])([F:45])[F:28])[C:23](=[O:24])[C:15]4=[CH:14][C:13]=3[CH:12]=2)[CH2:6][CH2:5]1)([CH3:3])[CH3:2] |f:1.2|. Procedure: The title compound was synthesized in analogy to example 17, from (R)-8-(1-isopropyl-piperidin-4-yloxy)-4-methyl-3,4-dihydro-2H-pyrazino[1,2-a]indol-1-one (example 8), sodium hydride and (R)-toluene-4-sulfonic acid 4,4,4-trifluoro-3-hydroxy-butyl ester (prepared from commercially available (R)-4,4,4-trifluoro-butane-1,3-diol in analogy to M. Tordeux et. al, J. Fluorine Chem. 20, 301 (1982) and U.S. Pat. No. 5,405,967) to give the desired product as a light yellow oil (5%).